Task: describe an organic reaction: reactants, conditions, products, and yield. Dataset: the Open Reaction Database (ORD), a public repository of structured organic reaction records The reactants are ClCCl, COc1cccc(-c2nc3sccn3c2-c2ccnc(NC3CCCNC3)n2)c1, CCN(C(C)C)C(C)C, O=S(=O)(Cl)c1ccc(Cl)cc1, Cl. Product: COc1cccc(-c2nc3sccn3c2-c2ccnc(NC3CCCN(S(=O)(=O)c4ccc(Cl)cc4)C3)n2)c1. RXN SMILES: [CH2:51]([Cl:52])[Cl:53].[CH3:2][O:3][c:4]1[cH:5][c:6](-[c:10]2[n:11][c:12]3[s:13][cH:14][cH:15][n:16]3[c:17]2-[c:18]2[n:19][c:20]([NH:24][CH:25]3[CH2:26][NH:27][CH2:28][CH2:29][CH2:30]3)[n:21][cH:22][cH:23]2)[cH:7][cH:8][cH:9]1.[CH:31]([N:32]([CH2:33][CH3:34])[CH:35]([CH3:36])[CH3:37])([CH3:38])[CH3:39].[Cl:40][c:41]1[cH:42][cH:43][c:44]([S:47](=[O:48])(=[O:49])[Cl:50])[cH:45][cH:46]1.[ClH:1]>>[CH3:2][O:3][c:4]1[cH:5][c:6](-[c:10]2[n:11][c:12]3[s:13][cH:14][cH:15][n:16]3[c:17]2-[c:18]2[n:19][c:20]([NH:24][CH:25]3[CH2:26][N:27]([S:47]([c:44]4[cH:43][cH:42][c:41]([Cl:40])[cH:46][cH:45]4)(=[O:48])=[O:49])[CH2:28][CH2:29][CH2:30]3)[n:21][cH:22][cH:23]2)[cH:7][cH:8][cH:9]1.